From a dataset of the Open Reaction Database (ORD), a public repository of structured organic reaction records. describe an organic reaction: reactants, conditions, products, and yield The reactants are CS(=O)(=O)Cl, CCCc1nn(C)c2c(=O)[nH]c(-c3cc(N)ccc3OCC)nc12, c1ccncc1. Product: CCCc1nn(C)c2c(=O)[nH]c(-c3cc(NS(C)(=O)=O)ccc3OCC)nc12. RXN SMILES: [CH3:1][S:2]([Cl:3])(=[O:4])=[O:5].[NH2:6][c:7]1[cH:8][cH:9][c:10]([O:27][CH2:28][CH3:29])[c:11](-[c:13]2[nH:14][c:15](=[O:26])[c:16]3[c:17]([n:18]2)[c:19]([CH2:23][CH2:24][CH3:25])[n:20][n:21]3[CH3:22])[cH:12]1.[cH:30]1[cH:31][cH:32][n:33][cH:34][cH:35]1>>[CH3:1][S:2](=[O:4])(=[O:5])[NH:6][c:7]1[cH:8][cH:9][c:10]([O:27][CH2:28][CH3:29])[c:11](-[c:13]2[nH:14][c:15](=[O:26])[c:16]3[c:17]([n:18]2)[c:19]([CH2:23][CH2:24][CH3:25])[n:20][n:21]3[CH3:22])[cH:12]1. RXN SMILES: [CH3:1][C:2]1[NH:3][C:4]([CH3:13])=[CH:5][C:6]=1[C:7]1[CH:11]=[CH:10][N:9]([CH3:12])[N:8]=1.C([Li])CCC.Cl[C:20]([O:22][CH2:23][CH3:24])=[O:21]>O1CCCC1>[C:20]([C:10]1[N:9]([CH3:12])[N:8]=[C:7]([C:6]2[CH:5]=[C:4]([CH3:13])[NH:3][C:2]=2[CH3:1])[CH:11]=1)([O:22][CH2:23][CH3:24])=[O:21]. The product is C(=O)(OCC)C1=CC(=NN1C)C1=C(NC(=C1)C)C (5-carboethoxy-3-(2,5-dimethylpyrrolyl)-1-methylpyrazole). Run at time 2 hour. Yield: 59.9%. The reactants are oil, CC=1NC(=CC1C1=NN(C=C1)C)C (3-(2,5-dimethylpyrrolyl)-1-methyl-pyrazole), ClC(=O)OCC (Ethyl chloroformate), C(CCC)[Li] (n-butyllithium). Procedure details: A solution of 3-(2,5-dimethylpyrrolyl)-1-methyl-pyrazole (5.0 g, 28.6 mmol) in dry tetrahydrofuran (250 mL) was cooled to -78° C. Then, n-butyllithium (19.5 mL, 1.6M, 31.2 mmol) was added dropwise over 15 min followed by stirring for 2 h at -78° to -60° C. Ethyl chloroformate (3.58 mL, 37.5 mmol) was added and the solution was warmed to room temperature and stirred 1 h. The solvent was removed at reduced pressure and the residue was partitioned between ether and water. Phases were separated and ... Solvent: O1CCCC1 (tetrahydrofuran). Reactants: BrC(C(=O)Br)(C)C (2-bromo-2-methylpropanoyl bromide), BrC1=CC(=CC=C1)C(C)C (1-bromo-3-isopropylbenzene), [Al+3].[Cl-].[Cl-].[Cl-] (AlCl3), ice. Run in ClCCl (dichloromethane), ClCCl (dichloromethane), ClCCl (dichloromethane). Conditions: temperature -10 celsius. Product: BrC=1C=C(C=C2CC(C(C12)=O)C)C(C)C (7-Bromo-5-isopropyl-2-methyl-1-indanone). As a reaction SMILES: [Al+3].[Cl-].[Cl-].[Cl-].Br[C:6]([CH3:11])([CH3:10])[C:7](Br)=[O:8].[Br:12][C:13]1[CH:18]=[CH:17][CH:16]=[C:15]([CH:19]([CH3:21])[CH3:20])[CH:14]=1>ClCCl>[Br:12][C:13]1[CH:14]=[C:15]([CH:19]([CH3:21])[CH3:20])[CH:16]=[C:17]2[C:18]=1[C:7](=[O:8])[CH:6]([CH3:11])[CH2:10]2 |f:0.1.2.3|. Procedure details: To a mixture of 34.9 g (0.26 mol) of AlCl3 and 350 ml of dichloromethane, a solution of 50.9 g (0.22 mol) of 2-bromo-2-methylpropanoyl bromide in 120 ml of dichloromethane was added dropwise, while vigorously stirring, at −10° C. Then, a solution of 40.0 g (0.20 mol) of 1-bromo-3-isopropylbenzene in 70 ml of dichloromethane was added dropwise at this temperature. The resulting mixture was refluxed for 12 h and then poured onto 2000 cm3 of ice. The organic product was extracted with 4×300 ml of d... Reactants: OC=1C=CC2=C(C=C(O2)C(=O)OC)C1 (methyl 5-hydroxybenzofuran-2-carboxylate), C([O-])([O-])=O.[K+].[K+] (potassium carbonate), C(C=C)Br (allyl bromide). Yields the product C(C=C)OC=1C=CC2=C(C=C(O2)C(=O)OC)C1 (methyl 5-(prop-2-enyloxy)benzofuran-2-carboxylate). Run in CC(=O)C (acetone). Reaction conditions: time 16 hour. As a reaction SMILES: [OH:1][C:2]1[CH:3]=[CH:4][C:5]2[O:9][C:8]([C:10]([O:12][CH3:13])=[O:11])=[CH:7][C:6]=2[CH:14]=1.C(=O)([O-])[O-].[K+].[K+].[CH2:21](Br)[CH:22]=[CH2:23]>CC(C)=O>[CH2:23]([O:1][C:2]1[CH:3]=[CH:4][C:5]2[O:9][C:8]([C:10]([O:12][CH3:13])=[O:11])=[CH:7][C:6]=2[CH:14]=1)[CH:22]=[CH2:21] |f:1.2.3|. Procedure: A mixture of methyl 5-hydroxybenzofuran-2-carboxylate (4.14 g), potassium carbonate (5.95 g) and allyl bromide (3.73 ml) in dry acetone (100 ml) was refluxed and stirred for 16 hours. The solvent was evaporated and the residue was partitioned between water and ether. The ether was washed with water, dried and evaporated to give methyl 5-(prop-2-enyloxy)benzofuran-2-carboxylate (4.7 g) as a solid, characterised by NMR and mass spectral data. This ester (3.74 g) in N-methylpyrrolidinone (30 ml) wa... Reactants: CC(C)(C)C(=O)Cl, ClCCl, O=c1[nH]c2nccnc2c(O)c1-c1ccc(Cl)nc1Cl, c1ccncc1. The product is CC(C)(C)C(=O)Oc1c(-c2ccc(Cl)nc2Cl)c(=O)[nH]c2nccnc12. RXN SMILES: [C:1]([C:2]([CH3:3])([CH3:4])[CH3:5])(=[O:6])[Cl:7].[Cl:34][CH2:35][Cl:36].[Cl:8][c:9]1[n:10][c:11]([Cl:27])[cH:12][cH:13][c:14]1-[c:15]1[c:16]([OH:26])[c:17]2[c:18]([n:19][cH:20][cH:21][n:22]2)[nH:23][c:24]1=[O:25].[cH:28]1[cH:29][cH:30][n:31][cH:32][cH:33]1>>[C:1]([C:2]([CH3:3])([CH3:4])[CH3:5])(=[O:6])[O:26][c:16]1[c:15](-[c:14]2[c:9]([Cl:8])[n:10][c:11]([Cl:27])[cH:12][cH:13]2)[c:24](=[O:25])[nH:23][c:18]2[c:17]1[n:22][cH:21][cH:20][n:19]2.